describe an organic reaction: reactants, conditions, products, and yield From a dataset of the Open Reaction Database (ORD), a public repository of structured organic reaction records. Starting materials: [H-].[Al+3].[Li+].[H-].[H-].[H-] (Lithium aluminum hydride), hydrogen maleate salt, C(\C=C/C(=O)O)(=O)O (maleic acid), BrC1=CC=C(CCC2=C(C=CC=C2)CC#N)C=C1 (2-(4-bromophenethyl)-phenylacetonitrile), [OH-].[Na+] (sodium hydroxide). The solvent is CCOCC (ether), O (water), CO (methanol), O (water), CCOCC (ether). Yields the product BrC1=CC=C(CCC2=C(CCN)C=CC=C2)C=C1 (2-(4-Bromophenethyl)-phenethylamine). RXN SMILES: [H-].[Al+3].[Li+].[H-].[H-].[H-].[Br:7][C:8]1[CH:24]=[CH:23][C:11]([CH2:12][CH2:13][C:14]2[CH:19]=[CH:18][CH:17]=[CH:16][C:15]=2[CH2:20][C:21]#[N:22])=[CH:10][CH:9]=1.[OH-].[Na+].C(O)(=O)/C=C\C(O)=O>CO.O.CCOCC>[Br:7][C:8]1[CH:9]=[CH:10][C:11]([CH2:12][CH2:13][C:14]2[CH:19]=[CH:18][CH:17]=[CH:16][C:15]=2[CH2:20][CH2:21][NH2:22])=[CH:23][CH:24]=1 |f:0.1.2.3.4.5,7.8|. Reported procedure: Lithium aluminum hydride, 0.61 g. (0.016 mole), is weighed under nitrogen, transferred to a dry, nitrogen-flushed reaction flask and suspended in 50 ml. of absolute ether. The mixture is stirred at reflux for 30 minutes, then cooled to room temperature and a solution of 2.4 g. (0.008 mole) of 2-(4-bromophenethyl)-phenylacetonitrile in 30 ml. of absolute ether is added dropwise. After 16 hours at reflux, the cooled mixture is hydrolyzed by the successive dropwise addition of 0.7 ml. of water, 0.7...